From a dataset of the Open Reaction Database (ORD), a public repository of structured organic reaction records. describe an organic reaction: reactants, conditions, products, and yield Reactants: C(C)OC=1C=C(C=CC1OCC)C=1SC=C(N1)C1=[N+](C=CC=C1)[O-] (2-[2-(3,4-diethoxyphenyl)-4-thiazolyl]pyridine-1-oxide), C(#N)CC(=O)OC (methyl cyanoacetate). The solvent is C(C)(=O)OC(C)=O (acetic anhydride). Conditions: temperature 110 celsius, time 4 hour. Product: C(C)OC=1C=C(C=CC1OCC)C=1SC=C(N1)C1=NC(=CC=C1)C(C#N)C(=O)OC (2-(3,4-diethoxyphenyl)-4-[6-(1-methoxycarbonyl-1-cyanomethyl)-2-pyridyl]thiazole). Isolated yield 56.6%. RXN SMILES: [CH2:1]([O:3][C:4]1[CH:5]=[C:6]([C:13]2[S:14][CH:15]=[C:16]([C:18]3[CH:23]=[CH:22][CH:21]=[CH:20][N+:19]=3[O-])[N:17]=2)[CH:7]=[CH:8][C:9]=1[O:10][CH2:11][CH3:12])[CH3:2].[C:25]([CH2:27][C:28]([O:30][CH3:31])=[O:29])#[N:26]>C(OC(=O)C)(=O)C>[CH2:1]([O:3][C:4]1[CH:5]=[C:6]([C:13]2[S:14][CH:15]=[C:16]([C:18]3[CH:23]=[CH:22][CH:21]=[C:20]([CH:27]([C:28]([O:30][CH3:31])=[O:29])[C:25]#[N:26])[N:19]=3)[N:17]=2)[CH:7]=[CH:8][C:9]=1[O:10][CH2:11][CH3:12])[CH3:2]. Procedure details: A mixture of 3 g of 2-[2-(3,4-diethoxyphenyl)-4-thiazolyl]pyridine-1-oxide, 2.6 g of methyl cyanoacetate and 150 ml of acetic anhydride was stirred at 110° C. for 4 hours and then allowed to cool. The resulting crystals were collected by filtration and recrystallized from ethanol-dimethylformamide to obtain 2.1 g of 2-(3,4-diethoxyphenyl)-4-[6-(1-methoxycarbonyl-1-cyanomethyl)-2-pyridyl]thiazole.